The task is: describe an organic reaction: reactants, conditions, products, and yield. This data is from the Open Reaction Database (ORD), a public repository of structured organic reaction records. Reactants: [H-].[Na+] (sodium hydride), C(C)OC(C1=CC(C(=O)N(CCC)C)=CC(=C1)CO)=O (5-hydroxymethyl-N-methyl-N-propyl-isophthalamic acid ethyl ester), IC (iodomethane). Run in C1CCOC1 (THF). Conditions: time 3 hour. Product: C(C)OC(C1=CC(C(=O)N(CCC)C)=CC(=C1)COC)=O (5-Methoxymethyl-N-methyl-N-propyl-isophthalamic acid ethyl ester). Reaction SMILES: [CH2:1]([O:3][C:4](=[O:20])[C:5]1[CH:17]=[C:16]([CH2:18][OH:19])[CH:15]=[C:7]([C:8]([N:10]([CH3:14])[CH2:11][CH2:12][CH3:13])=[O:9])[CH:6]=1)[CH3:2].[H-].[Na+].I[CH3:24]>C1COCC1>[CH2:1]([O:3][C:4](=[O:20])[C:5]1[CH:17]=[C:16]([CH2:18][O:19][CH3:24])[CH:15]=[C:7]([C:8]([N:10]([CH3:14])[CH2:11][CH2:12][CH3:13])=[O:9])[CH:6]=1)[CH3:2] |f:1.2|. Reported procedure: Stir 5-hydroxymethyl-N-methyl-N-propyl-isophthalamic acid ethyl ester (1.1 g, 3.9 mmol) in THF (20 mL). Add sodium hydride (0.78 g, 60% in mineral oil) and iodomethane (729 μL, 11.7 mmol). Stir at room temperature for 3 h. Concentrate to give the title product which is used directly in the next step without further purification.